This data is from the Open Reaction Database (ORD), a public repository of structured organic reaction records. The task is: describe an organic reaction: reactants, conditions, products, and yield Product: ClC1=C(OCC(=O)O)C=CC(=C1Cl)C1=CC(C(CC1CC)C(=O)N(C)C)=O (2,3-dichloro-4-[4-(dimethylaminocarbonyl)-6-ethyl-3-oxo-1-cyclohexen-1-yl]phenoxy-acetic acid), ( d ). Reported procedure: N,N-Dimethylacetoacetamide (13.7 g, 0.1062M) was added at 65° to a solution of sodium (2.44 g, 0.1062M) dissolved in ethanol (200 ml). After 3-5 minutes [2,3-dichloro-4-(2-methylenebutyryl)phenoxy]acetic acid (15.2 g, 0.05M) was added and the suspension was stirred at reflux for 4 hours, cooled and concentrated. The residue was taken up in water, acidified with hydrochloric acid and extracted with chloroform. The organic extracts were washed with water and concentrated. The residue was recrystal... As a reaction SMILES: [CH3:1][N:2]([CH3:9])[C:3](=[O:8])[CH2:4][C:5]([CH3:7])=[O:6].[Na].[Cl:11][C:12]1[C:22]([Cl:23])=[C:21]([C:24](=O)[C:25](=[CH2:28])[CH2:26][CH3:27])[CH:20]=[CH:19][C:13]=1[O:14][CH2:15][C:16]([OH:18])=[O:17]>C(O)C>[Cl:11][C:12]1[C:22]([Cl:23])=[C:21]([C:24]2[CH:25]([CH2:26][CH3:27])[CH2:28][CH:4]([C:3]([N:2]([CH3:9])[CH3:1])=[O:8])[C:5](=[O:6])[CH:7]=2)[CH:20]=[CH:19][C:13]=1[O:14][CH2:15][C:16]([OH:18])=[O:17] |^1:9|. The reactants are ClC1=C(OCC(=O)O)C=CC(=C1Cl)C(C(CC)=C)=O ([2,3-dichloro-4-(2-methylenebutyryl)phenoxy]acetic acid), CN(C(CC(=O)C)=O)C (N,N-Dimethylacetoacetamide), [Na] (sodium). Solvent: C(C)O (ethanol). Reactants: [H-].[Na+] (Sodium hydride), ClC1=NC(=C(C(=C1[N+](=O)[O-])NCCCCCO)C)C (5-(2-chloro-5,6-dimethyl-3-nitropyridin-4-ylamino)pentan-1-ol), C1(=CC=CC=C1)O (phenol), C1(=CC=CC=C1)O (phenol), [H-].[Na+] (sodium hydride), O (Water). The solvent is O1CCCC1 (tetrahydrofuran), O1CCCC1 (THF), O1CCCC1 (THF), O1CCCC1 (THF). Product: CC1=NC(=C(C(=C1C)NCCCCCO)[N+](=O)[O-])OC1=CC=CC=C1 (5-(2,3-dimethyl-5-nitro-6-phenoxy-pyridin-4-ylamino)pentan-1-ol). The yield is 75.2%. RXN SMILES: [H-].[Na+].[C:3]1([OH:9])[CH:8]=[CH:7][CH:6]=[CH:5][CH:4]=1.Cl[C:11]1[C:16]([N+:17]([O-:19])=[O:18])=[C:15]([NH:20][CH2:21][CH2:22][CH2:23][CH2:24][CH2:25][OH:26])[C:14]([CH3:27])=[C:13]([CH3:28])[N:12]=1.O>O1CCCC1>[CH3:28][C:13]1[C:14]([CH3:27])=[C:15]([NH:20][CH2:21][CH2:22][CH2:23][CH2:24][CH2:25][OH:26])[C:16]([N+:17]([O-:19])=[O:18])=[C:11]([O:9][C:3]2[CH:8]=[CH:7][CH:6]=[CH:5][CH:4]=2)[N:12]=1 |f:0.1|. Procedure details: Under a nitrogen atmosphere, tetrahydrofuran (THF) (150 mL) was cooled to 0° C. Sodium hydride (9.30 g, 233 mmol), available as a 60% dispersion in mineral oil, was added with stirring. A solution of phenol (21.1 g, 225 mmol) in THF (80 mL) was added dropwise over a period of one hour. A solution of 5-(2-chloro-5,6-dimethyl-3-nitropyridin-4-ylamino)pentan-1-ol (44.5 g, 155 mmol) in THF (80 mL) was then added dropwise over a period of 40 minutes. The reaction was allowed to warm to room temperatu... Reactants: CC(C)(C)[O-], [K+], C1CCOC1, Cc1ccc(S(=O)(=O)OCC(C)(O)COc2cccc(-c3noc4ccsc34)c2)cc1. Yields the product CC1(COc2cccc(-c3noc4ccsc34)c2)CO1. RXN SMILES: [CH3:1][C:2]([CH3:3])([O-:4])[CH3:5].[K+:6].[O:38]1[CH2:39][CH2:40][CH2:41][CH2:42]1.[OH:7][C:8]([CH2:9][O:10][S:11]([c:12]1[cH:13][cH:14][c:15]([CH3:16])[cH:17][cH:18]1)(=[O:19])=[O:20])([CH2:21][O:22][c:23]1[cH:24][c:25](-[c:29]2[n:30][o:31][c:32]3[c:33]2[s:34][cH:35][cH:36]3)[cH:26][cH:27][cH:28]1)[CH3:37]>>[C:8]1([CH2:21][O:22][c:23]2[cH:24][c:25](-[c:29]3[n:30][o:31][c:32]4[c:33]3[s:34][cH:35][cH:36]4)[cH:26][cH:27][cH:28]2)([CH3:37])[CH2:9][O:10]1. Starting materials: OC1=CC=C(C=C1)CCC(=O)OC (methyl 3-(4-hydroxyphenyl)propanoate), C(C)C1=C(C(=CC=C1)CC)C1=CC(=CC=C1)CO ((2′,6′-diethylbiphenyl-3-yl)methanol). Product: C(C)C1=C(C(=CC=C1)CC)C1=CC(=CC=C1)COC1=CC=C(C=C1)CCC(=O)OC (methyl 3-(4-((2′,6′-diethylbiphenyl-3-yl)methoxy)phenyl)propanoate), oil. Yield: 80.0%. As a reaction SMILES: [OH:1][C:2]1[CH:7]=[CH:6][C:5]([CH2:8][CH2:9][C:10]([O:12][CH3:13])=[O:11])=[CH:4][CH:3]=1.[CH2:14]([C:16]1[CH:21]=[CH:20][CH:19]=[C:18]([CH2:22][CH3:23])[C:17]=1[C:24]1[CH:29]=[CH:28][CH:27]=[C:26]([CH2:30]O)[CH:25]=1)[CH3:15]>>[CH2:14]([C:16]1[CH:21]=[CH:20][CH:19]=[C:18]([CH2:22][CH3:23])[C:17]=1[C:24]1[CH:29]=[CH:28][CH:27]=[C:26]([CH2:30][O:1][C:2]2[CH:3]=[CH:4][C:5]([CH2:8][CH2:9][C:10]([O:12][CH3:13])=[O:11])=[CH:6][CH:7]=2)[CH:25]=1)[CH3:15]. Reported procedure: The title compound was synthesized in the same manner as in Example 277 from methyl 3-(4-hydroxyphenyl)propanoate and (2′,6′-diethylbiphenyl-3-yl)methanol. a yellow oil (yield 80%). Procedure details: To a solution of 4-imidazole acetic acid hydrochloride (1 g, 6.15 mmol) in 6.2 mL of 1 N NaOH and 18 mL of water was added 4-toluenesulfonyl chloride (1.29 g, 6.77 mmol) and the mixture was stirred at ambient temperature. The pH of the mixture was maintained at 8.5 by addition of 1 N NaOH. After 3 hours, a total volume of 12 mL of 1 N NaOH was added and a clear solution was obtained. This solution was extracted with ether and the aqueous solution was acidified to pH 1 with 3 N HCl. The mixture w... Conditions: time 3 hour. Yield: 63.0%. Starting materials: Cl.N1C=NC(=C1)CC(=O)O (4-imidazole acetic acid hydrochloride), C1(=CC=C(C=C1)S(=O)(=O)Cl)C (4-toluenesulfonyl chloride). Run in [OH-].[Na+] (NaOH), O (water), [OH-].[Na+] (NaOH), [OH-].[Na+] (NaOH). RXN SMILES: Cl.[NH:2]1[CH:6]=[C:5]([CH2:7][C:8]([OH:10])=[O:9])[N:4]=[CH:3]1.[C:11]1([CH3:21])[CH:16]=[CH:15][C:14]([S:17](Cl)(=[O:19])=[O:18])=[CH:13][CH:12]=1>[OH-].[Na+].O>[C:11]1([CH3:21])[CH:16]=[CH:15][C:14]([S:17]([N:2]2[CH:6]=[C:5]([CH2:7][C:8]([OH:10])=[O:9])[N:4]=[CH:3]2)(=[O:19])=[O:18])=[CH:13][CH:12]=1 |f:0.1,3.4|. Product: C1(=CC=C(C=C1)S(=O)(=O)N1C=NC(=C1)CC(=O)O)C (N-(4-Toluenesulfonyl)imidazole-4-yl-acetic acid). As a reaction SMILES: [CH:1](OC)([O:4][CH3:5])[O:2][CH3:3].O.[O-2].[O-2].[O-2].O=[Si]=O.O=[Si]=O.O=[Si]=O.O=[Si]=O.[Al+3].[Al+3].[Cl:26][C:27]1[C:28]([C:37]2[CH:42]=[CH:41][C:40]([Cl:43])=[C:39](C=O)[CH:38]=2)=[N:29][CH:30]=[C:31]([C:33]([F:36])([F:35])[F:34])[CH:32]=1>ClCCl>[Cl:26][C:27]1[C:28]([C:37]2[CH:42]=[CH:41][C:40]([Cl:43])=[C:39]([CH:1]([O:4][CH3:5])[O:2][CH3:3])[CH:38]=2)=[N:29][CH:30]=[C:31]([C:33]([F:35])([F:36])[F:34])[CH:32]=1 |f:1.2.3.4.5.6.7.8.9.10|. The solvent is ClCCl (dichloromethane), ClCCl (dichloromethane). Procedure details: 50 ml of trimethyl orthoformate were added to 40.0 g of montmorillonite K-10 in 250 ml of anhydrous dichloromethane, after which a solution of 20.0 g of 3-chloro-2-(4-chloro-3-formylphenyl)-5-trifluoromethylpyridine in 50 ml of dichloromethane was added dropwise while stirring and cooling in ice. After stirring at 23° C. for 20 hours, the clay was removed and thoroughly washed with dichloromethane. The dichloromethane phase was concentrated. The residue was purified by chromatography on silica g... Yields the product ClC=1C(=NC=C(C1)C(F)(F)F)C1=CC(=C(C=C1)Cl)C(OC)OC (3-Chloro-2-(4-chloro-3-dimethoxymethylphenyl)-5-trifluoromethylpyridine). The reactants are C(OC)(OC)OC (trimethyl orthoformate), O.[O-2].[O-2].[O-2].O=[Si]=O.O=[Si]=O.O=[Si]=O.O=[Si]=O.[Al+3].[Al+3] (montmorillonite K-10), ClC=1C(=NC=C(C1)C(F)(F)F)C1=CC(=C(C=C1)Cl)C=O (3-chloro-2-(4-chloro-3-formylphenyl)-5-trifluoromethylpyridine). Reactants: C(C)OC=1C(=C2C(=NC1)NC=C2)F (5-ethoxy-4-fluoro-1H-pyrrolo[2,3-b]pyridine), [N+](=O)(O)[O-] (nitric acid). Conditions: temperature 0 celsius, time 15 minute. Yields the product C(C)OC=1C(=C2C(=NC1)NC=C2[N+](=O)[O-])F (5-ethoxy-4-fluoro-3-nitro-1H-pyrrolo[2,3-b]pyridine). The yield is 78.0%. As a reaction SMILES: [CH2:1]([O:3][C:4]1[C:5]([F:13])=[C:6]2[CH:12]=[CH:11][NH:10][C:7]2=[N:8][CH:9]=1)[CH3:2].[N+:14]([O-])([OH:16])=[O:15]>>[CH2:1]([O:3][C:4]1[C:5]([F:13])=[C:6]2[C:12]([N+:14]([O-:16])=[O:15])=[CH:11][NH:10][C:7]2=[N:8][CH:9]=1)[CH3:2]. Procedure details: Cold (about 0 to about 5° C.) fuming nitric acid (10 mL) was added to 5-ethoxy-4-fluoro-1H-pyrrolo[2,3-b]pyridine (340 mg, 0.944 mmol). The reaction was stirred at 0° C. for 15 minutes and then ice was added. The resulting solid was filtered and dried to yield 5-ethoxy-4-fluoro-3-nitro-1H-pyrrolo[2,3-b]pyridine (165 mg, 78% yield) as a solid.